From a dataset of the Open Reaction Database (ORD), a public repository of structured organic reaction records. describe an organic reaction: reactants, conditions, products, and yield The reactants are CCOC(=O)Cc1cnc(OC)c(-c2ccc(C(F)(F)F)cc2CN(CC)C(=O)OCc2ccccc2)c1, CO, O=C[O-], N#N, [NH4+]. Product: CCNCc1cc(C(F)(F)F)ccc1-c1cc(CC(=O)OCC)cnc1OC. As a reaction SMILES: [CH2:1]([CH3:2])[O:3][C:4]([CH2:5][c:6]1[cH:7][n:8][c:9]([O:36][CH3:37])[c:10](-[c:12]2[c:13]([CH2:22][N:23]([CH2:24][CH3:25])[C:26]([O:27][CH2:28][c:29]3[cH:30][cH:31][cH:32][cH:33][cH:34]3)=[O:35])[cH:14][c:15]([C:18]([F:19])([F:20])[F:21])[cH:16][cH:17]2)[cH:11]1)=[O:38].[CH3:45][OH:46].[CH:39]([O-:40])=[O:41].[N:43]#[N:44].[NH4+:42]>>[CH2:1]([CH3:2])[O:3][C:4]([CH2:5][c:6]1[cH:7][n:8][c:9]([O:36][CH3:37])[c:10](-[c:12]2[c:13]([CH2:22][NH:23][CH2:24][CH3:25])[cH:14][c:15]([C:18]([F:19])([F:20])[F:21])[cH:16][cH:17]2)[cH:11]1)=[O:38]. The reactants are [Br-].O1C(OCC1)CC[P+](C1=CC=CC=C1)(C1=CC=CC=C1)C1=CC=CC=C1 (2-(1,3-dioxolan-2-yl)ethyl-triphenylphosphonium bromide), O=C1CCC(CC1)C1=CC=C(C(=O)N)C=C1 (4-(4-oxocyclohexyl)benzamide), O1CCCC1 (tetrahydrofuran), potassium tert.butylate. The solvent is C(C)OCC (diethyl ether). Reaction conditions: time 4.5 hour. The product is O1C(OCC1)CC=C1CCC(CC1)C1=CC=C(C(=O)N)C=C1 (4-[4-[2-(1,3-dioxolan-2-yl)ethylidene]cyclo-hexyl]benzamide). Yield: 61.3%. RXN SMILES: [Br-].[O:2]1[CH2:6][CH2:5][O:4][CH:3]1[CH2:7][CH2:8][P+](C1C=CC=CC=1)(C1C=CC=CC=1)C1C=CC=CC=1.O1CCCC1.O=[C:34]1[CH2:39][CH2:38][CH:37]([C:40]2[CH:48]=[CH:47][C:43]([C:44]([NH2:46])=[O:45])=[CH:42][CH:41]=2)[CH2:36][CH2:35]1>C(OCC)C>[O:4]1[CH2:5][CH2:6][O:2][CH:3]1[CH2:7][CH:8]=[C:34]1[CH2:39][CH2:38][CH:37]([C:40]2[CH:48]=[CH:47][C:43]([C:44]([NH2:46])=[O:45])=[CH:42][CH:41]=2)[CH2:36][CH2:35]1 |f:0.1|. Procedure details: 140.9 g of 2-(1,3-dioxolan-2-yl)ethyl-triphenylphosphonium bromide were suspended in 4.5 1 of tetrahydrofuran while gassing with nitrogen and the suspension was treated at 0° C. within 5 minutes with 36.8 g of potassium tert.butylate. The orange suspension was stir-red at room temperature for a further I hour and treated within 5 minutes with 46.1 g of 4-(4-oxocyclohexyl)benzamide. The reaction mixture was stirred at room temperature for a further 4.5 hours and then concentrated in a vacuum. The... The reactants are O=C([O-])O, O=N[O-], CCOC(=O)c1ccncc1N, [Na+], [Na+], O, O=S(=O)(O)O. The product is CCOC(=O)c1ccncc1O. Reaction SMILES: [C:22](=[O:23])([O-:24])[OH:25].[N:18]([O-:19])=[O:20].[NH2:1][c:2]1[c:3]([C:4](=[O:5])[O:6][CH2:7][CH3:8])[cH:9][cH:10][n:11][cH:12]1.[Na+:21].[Na+:26].[OH2:27].[S:13]([OH:14])(=[O:15])(=[O:16])[OH:17]>>[c:2]1([OH:14])[c:3]([C:4](=[O:5])[O:6][CH2:7][CH3:8])[cH:9][cH:10][n:11][cH:12]1.